Task: describe an organic reaction: reactants, conditions, products, and yield. Dataset: the Open Reaction Database (ORD), a public repository of structured organic reaction records Reactants: OC1(C(NC2=CC=C(C=C12)I)=O)C1=CC=CC=C1 (3-Hydroxy-5-iodo-3-phenyl-1,3-dihydro-indol-2-one), CC1=NOC(=C1B(O)O)C (3,5-dimethyl-4-isoxazolylboronic acid), C([O-])([O-])=O.[Na+].[Na+] (sodium carbonate), [Cl-].[Li+] (lithium chloride). Reagents/catalysts: C1=CC=C(C=C1)P([C-]2C=CC=C2)C3=CC=CC=C3.C1=CC=C(C=C1)P([C-]2C=CC=C2)C3=CC=CC=C3.Cl[Pd]Cl.[Fe+2] (Pd(dppf)Cl2). Reaction conditions: temperature 130 celsius. Reported procedure: 3-Hydroxy-5-iodo-3-phenyl-1,3-dihydro-indol-2-one (130 mg, 0.370 mmol), 3,5-dimethyl-4-isoxazolylboronic acid (104 mg, 0.740 mmol), sodium carbonate (108 mg, 1.025 mmol), Pd(dppf)Cl2 (57 mg, 78 mmol) and lithium chloride (114.5 mg, 2.700 mmol) are added to a microwave vial. Dioxane/water (2:1, 3 mL) is added. The mixture is flushed with argon and the vessel heated at 130° C. for 1 h. The reaction mixture is diluted with water and dcm then extracted with dcm. The organic layer is dried with Na2SO... Solvent: O1CCOCC1.O (Dioxane water). The product is CC1=NOC(=C1C=1C=C2C(C(NC2=CC1)=O)(C1=CC=CC=C1)O)C (5-(3,5-Dimethyl-isoxazol-4-yl)-3-hydroxy-3-phenyl-1,3-dihydro-indol-2-one). RXN SMILES: [OH:1][C:2]1([C:13]2[CH:18]=[CH:17][CH:16]=[CH:15][CH:14]=2)[C:10]2[C:5](=[CH:6][CH:7]=[C:8](I)[CH:9]=2)[NH:4][C:3]1=[O:12].[CH3:19][C:20]1[C:24](B(O)O)=[C:23]([CH3:28])[O:22][N:21]=1.C(=O)([O-])[O-].[Na+].[Na+].[Cl-].[Li+]>C1C=CC(P(C2C=CC=CC=2)[C-]2C=CC=C2)=CC=1.C1C=CC(P(C2C=CC=CC=2)[C-]2C=CC=C2)=CC=1.Cl[Pd]Cl.[Fe+2].O1CCOCC1.O>[CH3:19][C:20]1[C:24]([C:8]2[CH:9]=[C:10]3[C:5](=[CH:6][CH:7]=2)[NH:4][C:3](=[O:12])[C:2]3([OH:1])[C:13]2[CH:18]=[CH:17][CH:16]=[CH:15][CH:14]=2)=[C:23]([CH3:28])[O:22][N:21]=1 |f:2.3.4,5.6,7.8.9.10,11.12|. The reactants are BrC(CC1(C(CC1(C)C)=O)Cl)(Br)Br (2-(2',2',2'-tribromoethyl)-2-chloro-3,3-dimethylcyclobutan-1-on), Cl (hydrogen chloride). Solvent: C(C)O (ethanol). Conditions: temperature 80 celsius, time 5 hour. Yields the product BrC(CC1C(C(C1(C)C)Cl)=O)(Br)Br (2-(2',2',2'-tribromoethyl)-3,3-dimethyl-4-chloro-cyclobutane-1-one). Yield: 75.0%. RXN SMILES: [Br:1][C:2]([Br:13])([Br:12])[CH2:3][C:4]1(Cl)[C:7]([CH3:9])([CH3:8])[CH2:6][C:5]1=[O:10].[ClH:14]>C(O)C>[Br:1][C:2]([Br:13])([Br:12])[CH2:3][CH:4]1[C:7]([CH3:9])([CH3:8])[CH:6]([Cl:14])[C:5]1=[O:10]. Procedure: 22,8 g (0,054 mole) of 2-(2',2',2'-tribromoethyl)-2-chloro-3,3-dimethylcyclobutan-1-on is dissolved in 220 ml of absolute ethanol saturated with hydrogen chloride and the solution is stirred for 5 hours at 80° C. Then solvent is evaporated until the volume of the reaction mixture is reduced to one third of the starting volume and, after addition of water, the mixture is extracted with ether. The etheral extract is washed at first with saturated sodium chloride solution and subsequently with sodi...